This data is from the Open Reaction Database (ORD), a public repository of structured organic reaction records. The task is: describe an organic reaction: reactants, conditions, products, and yield The reactants are CCOC(=O)COc1ccc(Oc2cc(C#CCN3CCOCC3)cc(OCC(C)C)c2)cc1C, CCO, Cl, [Na+], [OH-]. Yields the product Cc1cc(Oc2cc(C#CCN3CCOCC3)cc(OCC(C)C)c2)ccc1OCC(=O)O. RXN SMILES: [CH2:1]([CH3:2])[O:3][C:4]([CH2:5][O:6][c:7]1[c:8]([CH3:34])[cH:9][c:10]([O:13][c:14]2[cH:15][c:16]([O:29][CH2:30][CH:31]([CH3:32])[CH3:33])[cH:17][c:18]([C:20]#[C:21][CH2:22][N:23]3[CH2:24][CH2:25][O:26][CH2:27][CH2:28]3)[cH:19]2)[cH:11][cH:12]1)=[O:35].[CH3:39][CH2:40][OH:41].[ClH:38].[Na+:37].[OH-:36]>>[O:3]=[C:4]([CH2:5][O:6][c:7]1[c:8]([CH3:34])[cH:9][c:10]([O:13][c:14]2[cH:15][c:16]([O:29][CH2:30][CH:31]([CH3:32])[CH3:33])[cH:17][c:18]([C:20]#[C:21][CH2:22][N:23]3[CH2:24][CH2:25][O:26][CH2:27][CH2:28]3)[cH:19]2)[cH:11][cH:12]1)[OH:35]. Reactants: C1(CC1)CCCNC(=O)C=1N=NC(=CC1)Cl (6-chloropyridazine-3-carboxylic acid (3-cyclopropylpropyl)amide), N1(CCNCC1)C(=O)C1=C(C=CC=C1)C(F)(F)F (piperazin-1-yl-(2-trifluoromethylphenyl)methanone). Product: C1(CC1)CCCNC(=O)C=1N=NC(=CC1)N1CCN(CC1)C(C1=C(C=CC=C1)C(F)(F)F)=O (6-[4-(2-TRIFLUOROMETHYLBENZOYL)PIPERAZIN-1-YL]PYRIDAZINE-3-CARBOXYLIC ACID (3-CYCLOPROPYLPROPYL)AMIDE), solid. Yield: 28.0%. As a reaction SMILES: [CH:1]1([CH2:4][CH2:5][CH2:6][NH:7][C:8]([C:10]2[N:11]=[N:12][C:13](Cl)=[CH:14][CH:15]=2)=[O:9])[CH2:3][CH2:2]1.[N:17]1([C:23]([C:25]2[CH:30]=[CH:29][CH:28]=[CH:27][C:26]=2[C:31]([F:34])([F:33])[F:32])=[O:24])[CH2:22][CH2:21][NH:20][CH2:19][CH2:18]1>>[CH:1]1([CH2:4][CH2:5][CH2:6][NH:7][C:8]([C:10]2[N:11]=[N:12][C:13]([N:20]3[CH2:21][CH2:22][N:17]([C:23](=[O:24])[C:25]4[CH:30]=[CH:29][CH:28]=[CH:27][C:26]=4[C:31]([F:34])([F:32])[F:33])[CH2:18][CH2:19]3)=[CH:14][CH:15]=2)=[O:9])[CH2:3][CH2:2]1. Procedure details: Following the procedure of Example 15, making variations only as required to use 6-chloropyridazine-3-carboxylic acid (3-cyclopropylpropyl)amide in place of 6-chloropyridazine-3-carboxylic acid (2-cyclopropyl-2-hydroxyethyl)amide to react with piperazin-1-yl-(2-trifluoromethylphenyl)methanone, the title compound was obtained as a white solid (28% yield). 1H NMR (400 MHz, CDCl3) δ 8.04, 7.89, 7.73, 7.65, 7.58, 7.38, 6.99, 4.08-3.67, 3.54-3.46, 3.39-3.31, 1.77-1.66, 1.34-1.23, 0.72-0.62, 0.45-0.36...